This data is from the Open Reaction Database (ORD), a public repository of structured organic reaction records. The task is: describe an organic reaction: reactants, conditions, products, and yield The reactants are [BH4-].[Na+] (sodium borohydride), COC1=CC=C2C(CC(OC2=C1CCN1CCC(CC1)N1C=CC2=CC=C(C=C12)C(=O)NC)(C)C)=O (1-(1-(2-(7-methoxy-2,2-dimethyl-4-oxochroman-8-yl)ethyl)piperidin-4-yl)-N-methyl-1H-indole-6-carboxamide), C([O-])(O)=O.[Na+] (sodium bicarbonate). The solvent is CO (methanol). Conditions: time 8 hour. Product: OC1CC(OC2=C(C(=CC=C12)OC)CCN1CCC(CC1)N1C=CC2=CC=C(C=C12)C(=O)NC)(C)C (1-{1-[2-(4-hydroxy-7-methoxy-2,2-dimethylchroman-8-yl)ethyl]piperidin-4-yl}-N-methyl-1H-indole-6-carboxamide). Yield: 83.1%. RXN SMILES: [CH3:1][O:2][C:3]1[C:12]([CH2:13][CH2:14][N:15]2[CH2:20][CH2:19][CH:18]([N:21]3[C:29]4[C:24](=[CH:25][CH:26]=[C:27]([C:30]([NH:32][CH3:33])=[O:31])[CH:28]=4)[CH:23]=[CH:22]3)[CH2:17][CH2:16]2)=[C:11]2[C:6]([C:7](=[O:36])[CH2:8][C:9]([CH3:35])([CH3:34])[O:10]2)=[CH:5][CH:4]=1.[BH4-].[Na+].C(=O)(O)[O-].[Na+]>CO>[OH:36][CH:7]1[C:6]2[C:11](=[C:12]([CH2:13][CH2:14][N:15]3[CH2:20][CH2:19][CH:18]([N:21]4[C:29]5[C:24](=[CH:25][CH:26]=[C:27]([C:30]([NH:32][CH3:33])=[O:31])[CH:28]=5)[CH:23]=[CH:22]4)[CH2:17][CH2:16]3)[C:3]([O:2][CH3:1])=[CH:4][CH:5]=2)[O:10][C:9]([CH3:35])([CH3:34])[CH2:8]1 |f:1.2,3.4|. Reported procedure: 259 mg of 1-(1-(2-(7-methoxy-2,2-dimethyl-4-oxochroman-8-yl)ethyl)piperidin-4-yl)-N-methyl-1H-indole-6-carboxamide was dissolved in 5 ml of methanol. Thereafter, 60 mg of sodium borohydride was added to the reaction solution while cooling on ice. The obtained mixture was then stirred at room temperature overnight. Thereafter, a saturated sodium bicarbonate aqueous solution was added to the reaction solution, followed by extraction with methylene chloride. The extract was dried over magnesium sul... Reactants: ClC1=C(C(=O)N)C=C(C(=N1)Cl)F (2,6-dichloro-5-fluoronicotinamide), C(C)(=O)O (acetic acid). Reagents/catalysts: [Zn] (zinc). The solvent is CO (methanol). Yields the product ClC1=C(C(=O)N)C=C(C=N1)F (2-Chloro-5-fluoronicotinamide). As a reaction SMILES: [Cl:1][C:2]1[N:10]=[C:9](Cl)[C:8]([F:12])=[CH:7][C:3]=1[C:4]([NH2:6])=[O:5].C(O)(=O)C>CO.[Zn]>[Cl:1][C:2]1[N:10]=[CH:9][C:8]([F:12])=[CH:7][C:3]=1[C:4]([NH2:6])=[O:5]. Procedure details: 44 g (210.58 mmol) of 2,6-dichloro-5-fluoronicotinamide was added at RT to a suspension of 21.9 g (335.35 mmol) of zinc in methanol (207 ml). Then acetic acid (18.5 ml) was added and it was heated under reflux for 24 h, with stirring. Then the flask contents were decanted from the zinc and ethyl acetate (414 ml) and saturated aqueous sodium hydrogen carbonate solution (414 ml) were added and stirred vigorously. Then it was filtered with suction on diatomaceous earth and washed again three times ... RXN SMILES: [CH2:1]([C:4]1[N:5]=[N:6][N:7]([CH2:9][Si:10]([CH3:13])([CH3:12])[CH3:11])[CH:8]=1)[CH2:2][CH3:3].[I:14][CH3:15]>C(#N)C>[I-:14].[CH3:15][N+:5]1[C:4]([CH2:1][CH2:2][CH3:3])=[CH:8][N:7]([CH2:9][Si:10]([CH3:13])([CH3:12])[CH3:11])[N:6]=1 |f:3.4|. The solvent is C(C)#N (ACN). Procedure details: 4-propyl-1-((trimethylsilyl)methyl)-1H-1,2,3-triazole and excess iodomethane were added to a vial and heated for about 19 and 5 mL ACN was added. The reaction was heated for another 2 hours. The precipitate was filtered, rinsed with ether and dried in vacuo overnight. The following 3-methyl-4-propyl-1-((trimethylsilyl)methyl)-1H-1,2,3-triazol-3-ium iodide structure was confirmed: The product is [I-].C[N+]1=NN(C=C1CCC)C[Si](C)(C)C (3-methyl-4-propyl-1-((trimethylsilyl)methyl)-1H-1,2,3-triazol-3-ium iodide). The reactants are C(CC)C=1N=NN(C1)C[Si](C)(C)C (4-propyl-1-((trimethylsilyl)methyl)-1H-1,2,3-triazole), IC (iodomethane). The reactants are CC(=O)[O-], CC(=O)O, CC(C)c1cc(Sc2c(Cl)cc(CC(=O)O)cc2Cl)nnc1Cl, [Na+]. Product: CC(C)c1cc(Sc2c(Cl)cc(CC(=O)O)cc2Cl)n[nH]c1=O. RXN SMILES: [CH3:25][C:26]([O-:27])=[O:28].[CH3:29][C:30](=[O:31])[OH:32].[Cl:1][c:2]1[cH:3][c:4]([CH2:20][C:21](=[O:22])[OH:23])[cH:5][c:6]([Cl:19])[c:7]1[S:8][c:9]1[n:10][n:11][c:12]([Cl:18])[c:13]([CH:15]([CH3:16])[CH3:17])[cH:14]1.[Na+:24]>>[Cl:1][c:2]1[cH:3][c:4]([CH2:20][C:21](=[O:22])[OH:23])[cH:5][c:6]([Cl:19])[c:7]1[S:8][c:9]1[n:10][nH:11][c:12](=[O:27])[c:13]([CH:15]([CH3:16])[CH3:17])[cH:14]1. Starting materials: C1(=CC=CC=C1)P(C1=CC=CC=2C(C3=CC=CC(=C3OC12)P(C1=CC=CC=C1)C1=CC=CC=C1)(C)C)C1=CC=CC=C1 (4,5-bis(diphenylphosphino)-9,9-dimethylxanthene), FC(S(=O)(=O)OC=1N=C(N(C(C1)=O)C1=CC=C(C=C1)OCC(F)(F)F)CCC)(F)F (6-oxo-2-propyl-1-[4-(2,2,2-trifluoroethoxy)phenyl]-1,6-dihydropyrimidin-4-yl trifluoromethanesulfonate), COC1=CC=C(CN)C=C1 (4-methoxybenzylamine), C([O-])([O-])=O.[Cs+].[Cs+] (cesium carbonate). The reagents and catalysts are C(C)(=O)[O-].[Pd+2].C(C)(=O)[O-] (palladium(II) acetate). The solvent is O (water), C(C)(=O)OCC (ethyl acetate), C1(=CC=CC=C1)C (toluene). Reaction conditions: temperature 100 celsius, time 3 hour. Product: COC1=CC=C(CNC2=CC(N(C(=N2)CCC)C2=CC=C(C=C2)OCC(F)(F)F)=O)C=C1 (6-[(4-methoxybenzyl)amino]-2-propyl-3-[4-(2,2,2-trifluoroethoxy)phenyl]pyrimidin-4(3H)-one). RXN SMILES: C1(P(C2C=CC=CC=2)C2C3OC4C(=CC=CC=4P(C4C=CC=CC=4)C4C=CC=CC=4)C(C)(C)C=3C=CC=2)C=CC=CC=1.FC(F)(F)S(O[C:49]1[N:50]=[C:51]([CH2:68][CH2:69][CH3:70])[N:52]([C:56]2[CH:61]=[CH:60][C:59]([O:62][CH2:63][C:64]([F:67])([F:66])[F:65])=[CH:58][CH:57]=2)[C:53](=[O:55])[CH:54]=1)(=O)=O.[CH3:73][O:74][C:75]1[CH:82]=[CH:81][C:78]([CH2:79][NH2:80])=[CH:77][CH:76]=1.C(=O)([O-])[O-].[Cs+].[Cs+]>C1(C)C=CC=CC=1.C([O-])(=O)C.[Pd+2].C([O-])(=O)C.O.C(OCC)(=O)C>[CH3:73][O:74][C:75]1[CH:82]=[CH:81][C:78]([CH2:79][NH:80][C:49]2[N:50]=[C:51]([CH2:68][CH2:69][CH3:70])[N:52]([C:56]3[CH:57]=[CH:58][C:59]([O:62][CH2:63][C:64]([F:66])([F:67])[F:65])=[CH:60][CH:61]=3)[C:53](=[O:55])[CH:54]=2)=[CH:77][CH:76]=1 |f:3.4.5,7.8.9|. Procedure details: To a solution of palladium(II) acetate (49.0 mg) and 4,5-bis(diphenylphosphino)-9,9-dimethylxanthene (189 mg) in toluene (20 mL) were added 6-oxo-2-propyl-1-[4-(2,2,2-trifluoroethoxy)phenyl]-1,6-dihydropyrimidin-4-yl trifluoromethanesulfonate (1.0 g), 4-methoxybenzylamine (0.43 mL) and cesium carbonate (1.77 g) at room temperature, and the mixture was stirred at 100° C. for 3 hr. To the reaction mixture were added ethyl acetate and water, and the mixture was extracted with ethyl acetate. The ext... The reactants are [OH-].[Na+] (sodium hydroxide), COC(=O)C=1N=CSC1\C=C/SC(C1=CC=CC=C1)(C1=CC=CC=C1)C1=CC=CC=C1 (4-methoxycarbonyl-5-((Z)-2-tritylthioethen-1-yl)thiazole), Cl (hydrochloric acid), C(C)(=O)OCC (ethyl acetate). The solvent is C1CCOC1 (THF), O (water). Run at temperature 60 celsius, time 1 hour. Yields the product C(=O)(O)C=1N=CSC1\C=C/SC(C1=CC=CC=C1)(C1=CC=CC=C1)C1=CC=CC=C1 (4-carboxy-5-((Z)-2-tritylthioethen-1-yl)thiazole). The yield is 117.3%. As a reaction SMILES: [OH-].[Na+].C[O:4][C:5]([C:7]1[N:8]=[CH:9][S:10][C:11]=1/[CH:12]=[CH:13]\[S:14][C:15]([C:28]1[CH:33]=[CH:32][CH:31]=[CH:30][CH:29]=1)([C:22]1[CH:27]=[CH:26][CH:25]=[CH:24][CH:23]=1)[C:16]1[CH:21]=[CH:20][CH:19]=[CH:18][CH:17]=1)=[O:6].Cl.C(OCC)(=O)C>C1COCC1.O>[C:5]([C:7]1[N:8]=[CH:9][S:10][C:11]=1/[CH:12]=[CH:13]\[S:14][C:15]([C:28]1[CH:33]=[CH:32][CH:31]=[CH:30][CH:29]=1)([C:16]1[CH:17]=[CH:18][CH:19]=[CH:20][CH:21]=1)[C:22]1[CH:27]=[CH:26][CH:25]=[CH:24][CH:23]=1)([OH:6])=[O:4] |f:0.1|. Procedure details: A 5 N aqueous sodium hydroxide solution (8.30 ml) was added to a suspension of 7.31 g of 4-methoxycarbonyl-5-((Z)-2-tritylthioethen-1-yl)thiazole in THF, and the mixture was stirred at 60° C. for one hr. The mixture was then cooled to room temperature, and 8.50 ml of 5 N hydrochloric acid, 100 ml of ethyl acetate, and 50 ml of water were added thereto, followed by concentration to 150 ml. Hexane (100 ml) was added to the concentrate, and the precipitated solid was collected by filtration and was... Starting materials: NC1=NC(=CC(=N1)NC1=CC=C(OC2=CC(=NC=C2)C#N)C=C1)C1=CC=CC=C1 (4-{4-[(2-amino-6-phenylpyrimidin-4-yl)amino]phenoxy}pyridine-2-carbonitrile), C(CN)N (ethylene diamine), [S] (sulfur). The solvent is CN(C)C=O (DMF). Reaction conditions: temperature 80 celsius. Yields the product N1C(=NCC1)C1=NC=CC(=C1)OC1=CC=C(C=C1)NC1=NC(=NC(=C1)C1=CC=CC=C1)N (N4-{4-[2-(4,5-Dihydro-1H-imidazol-2-yl)pyridin-4-yloxy]phenyl}-6-phenylpyrimidine-2,4-diamine). RXN SMILES: [NH2:1][C:2]1[N:7]=[C:6]([NH:8][C:9]2[CH:23]=[CH:22][C:12]([O:13][C:14]3[CH:19]=[CH:18][N:17]=[C:16]([C:20]#[N:21])[CH:15]=3)=[CH:11][CH:10]=2)[CH:5]=[C:4]([C:24]2[CH:29]=[CH:28][CH:27]=[CH:26][CH:25]=2)[N:3]=1.[CH2:30](N)[CH2:31][NH2:32].[S]>CN(C=O)C>[NH:21]1[CH2:30][CH2:31][N:32]=[C:20]1[C:16]1[CH:15]=[C:14]([O:13][C:12]2[CH:22]=[CH:23][C:9]([NH:8][C:6]3[CH:5]=[C:4]([C:24]4[CH:25]=[CH:26][CH:27]=[CH:28][CH:29]=4)[N:3]=[C:2]([NH2:1])[N:7]=3)=[CH:10][CH:11]=2)[CH:19]=[CH:18][N:17]=1 |^3:33|. Reported procedure: A mixture of 4-{4-[(2-amino-6-phenylpyrimidin-4-yl)amino]phenoxy}pyridine-2-carbonitrile (0.2 g, 0.53 mmol, prepared in Example 8), ethylene diamine (0.095 g, 1.58 mmol), and sulfur (0.05 g, 1.58 mmol) in DMF (3 mL) was heated at 80° C. for 3 days. The solvent was then removed by evaporation under reduced pressure. The residue was purified by preparative HPLC followed by preparative TLC (EtOAc:NH4OH=99:2) to afford pure product, 0.01 g (5%). 1H NMR (DMSO-d6) δ 9.39 (s, 1H), 8.41 (d, 1H), 7.84 (m...